This data is from the Open Reaction Database (ORD), a public repository of structured organic reaction records. The task is: describe an organic reaction: reactants, conditions, products, and yield The reactants are C(C)N(CCCN)CC (3-diethylaminopropylamine), C(CCCCCCCCCCCCCCC)(=O)Cl (palmitoyl chloride). The solvent is C(Cl)Cl (methylene chloride). Reaction conditions: time 8 hour. The product is C(C)N(CCCNC(CCCCCCCCCCCCCCC)=O)CC (N,N-Diethyl-N'-hexadecanoyl-1,3-propanediamine). Isolated yield 99.3%. RXN SMILES: [CH2:1]([N:3]([CH2:8][CH3:9])[CH2:4][CH2:5][CH2:6][NH2:7])[CH3:2].[C:10](Cl)(=[O:26])[CH2:11][CH2:12][CH2:13][CH2:14][CH2:15][CH2:16][CH2:17][CH2:18][CH2:19][CH2:20][CH2:21][CH2:22][CH2:23][CH2:24][CH3:25]>C(Cl)Cl>[CH2:1]([N:3]([CH2:8][CH3:9])[CH2:4][CH2:5][CH2:6][NH:7][C:10](=[O:26])[CH2:11][CH2:12][CH2:13][CH2:14][CH2:15][CH2:16][CH2:17][CH2:18][CH2:19][CH2:20][CH2:21][CH2:22][CH2:23][CH2:24][CH3:25])[CH3:2]. Procedure details: To a solution of 3-diethylaminopropylamine (4.13 g, 31.7 mmole) in methylene chloride (50 mL) was added palmitoyl chloride (9.15 g, 33.3 mmole) in small portions. The reaction mixture was stirred at room temperature overnight. The solvent was removed under reduced pressure. The residue was dissolved in 1N aqueous sodium hydroxide (90 mL), chloroform (100 mL) and methanol (200 mL). The solution was transferred to a separatory funnel then chloroform (100 mL) and IN aqueous sodium hydroxide (100 mL... The reactants are CCOC(=O)c1cc2c([nH]1)C(c1ccc(F)c(F)c1)CC2, [Li+], [OH-], O. The product is O=C(O)c1cc2c([nH]1)C(c1ccc(F)c(F)c1)CC2. Reaction SMILES: [F:1][c:2]1[cH:3][c:4]([CH:9]2[CH2:10][CH2:11][c:12]3[c:13]2[nH:14][c:15]([C:17](=[O:18])[O:19][CH2:20][CH3:21])[cH:16]3)[cH:5][cH:6][c:7]1[F:8].[Li+:22].[OH-:23].[OH2:24]>>[F:1][c:2]1[cH:3][c:4]([CH:9]2[CH2:10][CH2:11][c:12]3[c:13]2[nH:14][c:15]([C:17](=[O:18])[OH:19])[cH:16]3)[cH:5][cH:6][c:7]1[F:8]. Reactants: C(=C)C1=CC(=C(C#N)C=C1)F (4-ethenyl-2-fluorobenzonitrile), C1=CC(=CC(=C1)Cl)C(=O)OO (mCPBA). The solvent is C(Cl)Cl (DCM). Conditions: time 8 hour. The product is FC1=C(C#N)C=CC(=C1)C1OC1 (2-fluoro-4-oxiran-2-ylbenzonitrile). As a reaction SMILES: [CH:1]([C:3]1[CH:10]=[CH:9][C:6]([C:7]#[N:8])=[C:5]([F:11])[CH:4]=1)=[CH2:2].C1C=C(Cl)C=C(C(OO)=[O:20])C=1>C(Cl)Cl>[F:11][C:5]1[CH:4]=[C:3]([CH:1]2[CH2:2][O:20]2)[CH:10]=[CH:9][C:6]=1[C:7]#[N:8]. Reported procedure: To a solution of 4-ethenyl-2-fluorobenzonitrile (18.0 g, 122 mmol) in 200 mL of DCM was slowly added mCPBA (74.8 g, 367.347 mmol) in portions at 0° C. The mixture was warmed to room temperature and stirred overnight. The solution was washed with aqueous Na2SO3 until KI paper didn't change color. The organic layers was washed with brine and then concentrated. The residue was purified via column chromatography to give 2-fluoro-4-oxiran-2-ylbenzonitrile. 1H-NMR (400 MHz, CDCl3) δ ppm 7.59˜7.62 (m, ... Starting materials: Cc1nc2cc(O)ccc2s1, COC(Cc1ccc(OCCCO)cc1)C(=O)O. The product is COC(Cc1ccc(OCCCOc2ccc3sc(C)nc3c2)cc1)C(=O)O. Reaction SMILES: [CH3:19][c:20]1[s:21][c:22]2[c:23]([n:24]1)[cH:25][c:26]([OH:29])[cH:27][cH:28]2.[OH:1][CH2:2][CH2:3][CH2:4][O:5][c:6]1[cH:7][cH:8][c:9]([CH2:12][CH:13]([C:14](=[O:15])[OH:16])[O:17][CH3:18])[cH:10][cH:11]1>>[O:1]([CH2:2][CH2:3][CH2:4][O:5][c:6]1[cH:7][cH:8][c:9]([CH2:12][CH:13]([C:14](=[O:15])[OH:16])[O:17][CH3:18])[cH:10][cH:11]1)[c:26]1[cH:25][c:23]2[c:22]([s:21][c:20]([CH3:19])[n:24]2)[cH:28][cH:27]1. Reactants: O=C1CCC(=O)N1Br, CN(C)C=O, Cc1ccsc1C(Cc1ccccc1N)N(C)C. Product: Cc1ccsc1C(Cc1cc(Br)ccc1N)N(C)C. As a reaction SMILES: [Br:19][N:20]1[C:21](=[O:22])[CH2:23][CH2:24][C:25]1=[O:26].[CH3:27][N:28]([CH3:29])[CH:30]=[O:31].[NH2:1][c:2]1[c:3]([CH2:8][CH:9]([N:10]([CH3:11])[CH3:12])[c:13]2[s:14][cH:15][cH:16][c:17]2[CH3:18])[cH:4][cH:5][cH:6][cH:7]1>>[NH2:1][c:2]1[c:3]([CH2:8][CH:9]([N:10]([CH3:11])[CH3:12])[c:13]2[s:14][cH:15][cH:16][c:17]2[CH3:18])[cH:4][c:5]([Br:19])[cH:6][cH:7]1. Starting materials: Clc1ccc(CBr)cc1, Cl, NCCCn1c(COCc2ccccc2)csc1=Nc1ccc(OC(F)(F)F)cc1. Product: NCCCn1c(COCc2ccc(Cl)cc2)csc1=Nc1ccc(OC(F)(F)F)cc1. Reaction SMILES: [Cl:31][c:32]1[cH:33][cH:34][c:35]([CH2:36][Br:37])[cH:38][cH:39]1.[ClH:40].[NH2:1][CH2:2][CH2:3][CH2:4][n:5]1[c:6](=[N:19][c:20]2[cH:21][cH:22][c:23]([O:26][C:27]([F:28])([F:29])[F:30])[cH:24][cH:25]2)[s:7][cH:8][c:9]1[CH2:10][O:11][CH2:12][c:13]1[cH:14][cH:15][cH:16][cH:17][cH:18]1>>[NH2:1][CH2:2][CH2:3][CH2:4][n:5]1[c:6](=[N:19][c:20]2[cH:21][cH:22][c:23]([O:26][C:27]([F:28])([F:29])[F:30])[cH:24][cH:25]2)[s:7][cH:8][c:9]1[CH2:10][O:11][CH2:12][c:13]1[cH:14][cH:15][c:16]([Cl:31])[cH:17][cH:18]1.